This data is from the Open Reaction Database (ORD), a public repository of structured organic reaction records. The task is: describe an organic reaction: reactants, conditions, products, and yield Reactants: C(C1=CC=CC=C1)N1CC(C(CC1)=O)C1=CC(=C(C=C1)Cl)Cl (1-benzyl-3-(3,4-dichloro-phenyl)-piperidin-4-one), N1CCOCC1 (morpholine), FC(C=1C=C(C(=O)Cl)C=C(C1)C(F)(F)F)(F)F (3,5-bistrifluoromethyl-benzoyl chloride). The product is FC(C=1C=C(C=C(C1)C(F)(F)F)C(=O)N1C[C@H]([C@H](CC1)N1CCOCC1)C1=CC(=C(C=C1)Cl)Cl)(F)F (Rac-cis-(3,5-Bis-trifluoromethyl-phenyl)-[3-(3,4-dichloro-phenyl)-4-morpholin-4-yl-piperidin-1-yl]-methanone). Reaction SMILES: C([N:8]1[CH2:13][CH2:12][C:11](=O)[CH:10]([C:15]2[CH:20]=[CH:19][C:18]([Cl:21])=[C:17]([Cl:22])[CH:16]=2)[CH2:9]1)C1C=CC=CC=1.[NH:23]1[CH2:28][CH2:27][O:26][CH2:25][CH2:24]1.[F:29][C:30]([F:45])([F:44])[C:31]1[CH:32]=[C:33]([CH:37]=[C:38]([C:40]([F:43])([F:42])[F:41])[CH:39]=1)[C:34](Cl)=[O:35]>>[F:29][C:30]([F:45])([F:44])[C:31]1[CH:32]=[C:33]([C:34]([N:8]2[CH2:13][CH2:12][C@H:11]([N:23]3[CH2:28][CH2:27][O:26][CH2:25][CH2:24]3)[C@H:10]([C:15]3[CH:20]=[CH:19][C:18]([Cl:21])=[C:17]([Cl:22])[CH:16]=3)[CH2:9]2)=[O:35])[CH:37]=[C:38]([C:40]([F:43])([F:42])[F:41])[CH:39]=1. Procedure details: The title compound, MS: m/e=555.1 (M+H+), was prepared in accordance with the general method of example 26 from 1-benzyl-3-(3,4-dichloro-phenyl)-piperidin-4-one, morpholine and 3,5-bistrifluoromethyl-benzoyl chloride. Reactants: C1=CC(=CC=C1N)N (p-phenylenediamine), NC1=CC=C(C(=O)O)C=C1 (p-aminobenzoic acid), C(C1=CC=C(C(=O)Cl)C=C1)(=O)Cl (terephthaloyl chloride), CN(P(=O)(N(C)C)N(C)C)C (hexamethylphosphoramide), N-methylpyrrolidone-2. Solvent: O (water). Reaction conditions: time 8 hour. The product is C1=CC(=CC=C1C(=O)O)C(=O)O.C1=CC(=CC=C1N)N (poly(p-phenylene terephthalamide)). Reaction SMILES: [CH:1]1[C:6]([NH2:7])=[CH:5][CH:4]=[C:3]([NH2:8])[CH:2]=1.CN(C)P(N(C)C)(N(C)C)=[O:12].N[C:21]1[CH:29]=[CH:28][C:24]([C:25]([OH:27])=[O:26])=[CH:23][CH:22]=1.[C:30](Cl)(=[O:40])C1C=CC(C(Cl)=O)=CC=1>O>[CH:23]1[C:24]([C:25]([OH:27])=[O:26])=[CH:28][CH:29]=[C:21]([C:30]([OH:40])=[O:12])[CH:22]=1.[CH:5]1[C:6]([NH2:7])=[CH:1][CH:2]=[C:3]([NH2:8])[CH:4]=1 |f:5.6|. Procedure: To a solution of p-phenylenediamine (31.08 g., 0.287 mole) in a mixture of 360 ml. of hexamethylphosphoramide and 180 ml. of N-methylpyrrolidone-2 is added 3.36 g. of p-aminobenzoic acid, using water bath cooling. To this cooled solution is added terephthaloyl chloride (60.90 g., 0.300 mole.) The reaction mixture is stirred overnight, then combined with water in a blender to precipitate polymer. The product is washed with water and dried in a vacuum oven at 65° C. The product is then combined wi... The yield is 65.0%. Starting materials: N1C=C(C2=CC=CC=C12)C=1C(NC(C1C1=CN(C2=CC(=CC=C12)[N+](=O)[O-])C)=O)=O (3-(l H-indol-3-yl)-4-(1-methyl-6-nitro-1H-indol-3-yl)-pyrrole-2,5-dione), C[Si](C)(C)[N-][Si](C)(C)C.[Li+] (lithium bis(trimethylsilyl)amide), C(C)(=O)Cl (acetyl chloride). Reaction SMILES: [NH:1]1[C:9]2[C:4](=[CH:5][CH:6]=[CH:7][CH:8]=2)[C:3]([C:10]2[C:11](=[O:29])[NH:12][C:13](=[O:28])[C:14]=2[C:15]2[C:23]3[C:18](=[CH:19][C:20]([N+:24]([O-:26])=[O:25])=[CH:21][CH:22]=3)[N:17]([CH3:27])[CH:16]=2)=[CH:2]1.C[Si]([N-][Si](C)(C)C)(C)C.[Li+].[C:40](Cl)(=[O:42])[CH3:41]>C1COCC1>[C:40]([N:1]1[C:9]2[C:4](=[CH:5][CH:6]=[CH:7][CH:8]=2)[C:3]([C:10]2[C:11](=[O:29])[NH:12][C:13](=[O:28])[C:14]=2[C:15]2[C:23]3[C:18](=[CH:19][C:20]([N+:24]([O-:26])=[O:25])=[CH:21][CH:22]=3)[N:17]([CH3:27])[CH:16]=2)=[CH:2]1)(=[O:42])[CH3:41] |f:1.2|. The product is C(C)(=O)N1C=C(C2=CC=CC=C12)C=1C(NC(C1C1=CN(C2=CC(=CC=C12)[N+](=O)[O-])C)=O)=O (3-(1-acetyl-1H-indol-3-yl)-4-(1-methyl-6-nitro-1H-indol-3-yl)-pyrrole-2,5-dione). Procedure details: A solution of 3-(l H-indol-3-yl)-4-(1-methyl-6-nitro-1H-indol-3-yl)-pyrrole-2,5-dione (51 mg, 0.13 mmol), prepared as described in U.S. Ser. No. 09/268,887, in THF (20 ml) and cooled to −70° C. To this solution was added lithium bis(trimethylsilyl)amide (0.5 mmol, 0.5 ml, 3.8 eq, 1.0 M in THF, followed by excess acetyl chloride (0.1 ml). The resulting solution was stirred until the temperature reached −45° C. The reaction was evaporated and purified by silica gel chromatography to give 33 mg of ... Run in C1CCOC1 (THF), C1CCOC1 (THF). Starting materials: 40, 10, [H-].[Al+3].[Li+].[H-].[H-].[H-] (lithium aluminium hydride), O1CCCC1 (tetrahydrofuran), 10, [OH-].[Na+] (sodium hydroxide), COC1=CC=C(C=C1)N1CCN(CC1)N=O (1-(4-methoxyphenyl)-4-nitrosopiperazine). Solvent: O (water), C1=CC=CC=C1 (benzene), O (water). Conditions: time 20 hour. Yields the product 18.56, COC1=CC=C(C=C1)N1CCN(CC1)N (4-(4-methoxyphenyl)-1-piperazinamine). RXN SMILES: [H-].[Al+3].[Li+].[H-].[H-].[H-].O1CCCC1.[CH3:12][O:13][C:14]1[CH:19]=[CH:18][C:17]([N:20]2[CH2:25][CH2:24][N:23]([N:26]=O)[CH2:22][CH2:21]2)=[CH:16][CH:15]=1.[OH-].[Na+]>O.C1C=CC=CC=1>[CH3:12][O:13][C:14]1[CH:15]=[CH:16][C:17]([N:20]2[CH2:21][CH2:22][N:23]([NH2:26])[CH2:24][CH2:25]2)=[CH:18][CH:19]=1 |f:0.1.2.3.4.5,8.9|. Procedure details: To a stirred suspension of 10 parts of lithium aluminium hydride in 900 parts of tetrahydrofuran is added dropwise, during a 20 hours period, a solution of 40 parts of 1-(4-methoxyphenyl)-4-nitrosopiperazine in 720 parts of benzene. Upon completion, stirring is continued for 20 hours at room temperature. The reaction mixture is decomposed by the successive dropwise additions of 10 parts of water, 7.5 parts of a sodium hydroxide solution 50% and 30 parts of water. The whole is filtered and the fi... Reactants: BrC1=NN(C(=C1[N+](=O)[O-])Br)C (3,5-dibromo-1-methyl-4-nitropyrazole), C(C)(C)(C)N (tert-butylamine), O (water). The solvent is C(C)O (ethanol). The product is BrC1=NN(C(=C1[N+](=O)[O-])NC(C)(C)C)C (3-bromo-5-tert-butylamino-1-methyl-4-nitropyrazole). Isolated yield 78.0%. Reaction SMILES: [Br:1][C:2]1[C:6]([N+:7]([O-:9])=[O:8])=[C:5](Br)[N:4]([CH3:11])[N:3]=1.[C:12]([NH2:16])([CH3:15])([CH3:14])[CH3:13].O>C(O)C>[Br:1][C:2]1[C:6]([N+:7]([O-:9])=[O:8])=[C:5]([NH:16][C:12]([CH3:15])([CH3:14])[CH3:13])[N:4]([CH3:11])[N:3]=1. Procedure details: 1.5 g (5.26 mmoles) of 3,5-dibromo-1-methyl-4-nitropyrazole are heated in a solution of 20 ml tert-butylamine in 30 ml ethanol for 20 hours at boiling temperature. After cooling, the reaction mixture is poured on 150 ml water, the separated product is filtered and washed with 100 ml water. After vacuum drying, 1.14 g (78 percent of theory) of 3-bromo-5-tert-butylamino-1-methyl-4-nitropyrazole are obtained in the form of pale yellow flakes with a melting point of 75° to 77° C. The reactants are C(C)(C)(C)OC(=O)NCCC(=O)O (3-tert-Butoxycarbonylamino-propionic acid), C(C)(C)(C)OC(NC1CCC(CC1)NC(C1=CC(=CC(=C1)OC1=CC=C(C=C1)C#N)OCC1=CC(=CC=C1)N)=O)=O ({4-[3-(3-amino benzyloxy)-5-(4-cyano phenoxy)benzoylamino]cyclohexyl}carbamic acid tert-butyl ester). The product is C(C)(C)(C)OC(NC1CCC(CC1)NC(C1=CC(=CC(=C1)OC1=CC=C(C=C1)C#N)OCC1=CC(=CC=C1)NC(CCNC(=O)OC(C)(C)C)=O)=O)=O ({4-[3-[3-(3-tert-butoxycarbonylaminopropionylamino)benzyloxy]-5-(4-cyano phenoxy)-benzoyl Amino]cyclohexyl}carbamic Acid Tert-butyl Ester). The yield is 56.7%. Reaction SMILES: [C:1]([O:5][C:6]([NH:8][CH2:9][CH2:10][C:11]([OH:13])=O)=[O:7])([CH3:4])([CH3:3])[CH3:2].[C:14]([O:18][C:19](=[O:54])[NH:20][CH:21]1[CH2:26][CH2:25][CH:24]([NH:27][C:28](=[O:53])[C:29]2[CH:34]=[C:33]([O:35][C:36]3[CH:41]=[CH:40][C:39]([C:42]#[N:43])=[CH:38][CH:37]=3)[CH:32]=[C:31]([O:44][CH2:45][C:46]3[CH:51]=[CH:50][CH:49]=[C:48]([NH2:52])[CH:47]=3)[CH:30]=2)[CH2:23][CH2:22]1)([CH3:17])([CH3:16])[CH3:15]>>[C:14]([O:18][C:19](=[O:54])[NH:20][CH:21]1[CH2:26][CH2:25][CH:24]([NH:27][C:28](=[O:53])[C:29]2[CH:34]=[C:33]([O:35][C:36]3[CH:41]=[CH:40][C:39]([C:42]#[N:43])=[CH:38][CH:37]=3)[CH:32]=[C:31]([O:44][CH2:45][C:46]3[CH:51]=[CH:50][CH:49]=[C:48]([NH:52][C:11](=[O:13])[CH2:10][CH2:9][NH:8][C:6]([O:5][C:1]([CH3:2])([CH3:3])[CH3:4])=[O:7])[CH:47]=3)[CH:30]=2)[CH2:23][CH2:22]1)([CH3:17])([CH3:15])[CH3:16]. Procedure details: 3-tert-Butoxycarbonylamino-propionic acid (0.206 g, 1.09 mmol) and {4-[3-(3-amino benzyloxy)-5-(4-cyano phenoxy)benzoylamino]cyclohexyl}carbamic acid tert-butyl ester (0.6 g, 1.09 mmol) and other reagents as described in Example 9(e) were used to afford 0.45 g of the required product. 1H NMR (DMSO-d6): δ 1.25 (4H, m), 1.4 (18H, s), 1.8 (4H, m), 2.45 (2H, m), 3.1 (3H, m), 3.7 (2H, m), 5.15 (2H, s), 6.74 (1H, d), 6.88 (1H, m), 6.98 1H, s), 7.12 (3H, d), 7.2 (1H, s), 7.3 (1H, t), 7.42 (1H, s), 7.54... Reported procedure: To a solution of 3-bromo-1-methyl-6-(2-pyridylmethoxy)pyrrolo[2,3-b]pyridine (0.5 g, 1.57 mmol) in 1,4-dioxane (10 mL) is added methyl 3-oxopiperazine-1-carboxylate (0.271 g, 1.88 mmol) and potassium phosphate (0.467 g, 2.20 mmol). The mixture is degassed with nitrogen for 15 minutes, then copper(I) iodide (0.060 g, 0.31 mmol) and N,N′-dimethylethylenediamine (0.055 g, 0.63 mmol) are added. The reaction vessel is sealed and heated at 100° C. for 16 h. The reaction is cooled to room temperature, ... Reaction conditions: temperature 100 celsius. Yield: 80.3%. The reactants are BrC1=CN(C2=NC(=CC=C21)OCC2=NC=CC=C2)C (3-bromo-1-methyl-6-(2-pyridylmethoxy)pyrrolo[2,3-b]pyridine), O=C1CN(CCN1)C(=O)OC (methyl 3-oxopiperazine-1-carboxylate), P(=O)([O-])([O-])[O-].[K+].[K+].[K+] (potassium phosphate), CNCCNC (N,N′-dimethylethylenediamine). RXN SMILES: Br[C:2]1[C:10]2[C:5](=[N:6][C:7]([O:11][CH2:12][C:13]3[CH:18]=[CH:17][CH:16]=[CH:15][N:14]=3)=[CH:8][CH:9]=2)[N:4]([CH3:19])[CH:3]=1.[O:20]=[C:21]1[NH:26][CH2:25][CH2:24][N:23]([C:27]([O:29][CH3:30])=[O:28])[CH2:22]1.P([O-])([O-])([O-])=O.[K+].[K+].[K+].CNCCNC>O1CCOCC1.[Cu]I>[CH3:19][N:4]1[C:5]2=[N:6][C:7]([O:11][CH2:12][C:13]3[CH:18]=[CH:17][CH:16]=[CH:15][N:14]=3)=[CH:8][CH:9]=[C:10]2[C:2]([N:26]2[CH2:25][CH2:24][N:23]([C:27]([O:29][CH3:30])=[O:28])[CH2:22][C:21]2=[O:20])=[CH:3]1 |f:2.3.4.5|. Yields the product CN1C=C(C=2C1=NC(=CC2)OCC2=NC=CC=C2)N2C(CN(CC2)C(=O)OC)=O (methyl 4-[1-methyl-6-(pyridin-2-ylmethoxy)-1H-pyrrolo[2,3-b]pyridin-3-yl]-3-oxopiperazine-1-carboxylate). Run in O1CCOCC1 (1,4-dioxane). The reagents and catalysts are [Cu]I (copper(I) iodide). Starting materials: [Li+].CC(C)[N-]C(C)C (LDA), C(C)(=O)O[C@@H]1[C@]2(C)[C@@H](CC1)[C@@H]1C=CC3=CC(CC[C@@H]3[C@H]1CC2)=O (17β-acetoxy-estra-4,6-dien-3-one). Solvent: CN(C)P(=O)(N(C)C)N(C)C (HMPA). The product is COC(=O)C#N (MeOCOCN), C[C@]12CC[C@H]3[C@H]([C@@H]1CC[C@@H]2O)CCC4=CC(=O)CC[C@H]34.C(C)(=O)[O-] (19-nor-testosterone acetate). RXN SMILES: [Li+].CC([N-:5]C(C)C)C.[C:9]([O:12][C@H:13]1[CH2:18][CH2:17][C@H:16]2[C@H:19]3[C@H:28]([CH2:29][CH2:30][C@:14]12[CH3:15])[C@@H:27]1[C:22](=[CH:23][C:24](=[O:31])[CH2:25][CH2:26]1)[CH:21]=[CH:20]3)(=[O:11])[CH3:10]>CN(P(N(C)C)(N(C)C)=O)C>[CH3:13][O:12][C:9]([C:10]#[N:5])=[O:11].[CH3:15][C@@:14]12[C@@H:13]([OH:12])[CH2:18][CH2:17][C@H:16]1[C@@H:19]1[CH2:20][CH2:21][C:22]3[C@@H:27]([C@H:28]1[CH2:29][CH2:30]2)[CH2:26][CH2:25][C:24](=[O:31])[CH:23]=3.[C:9]([O-:12])(=[O:11])[CH3:10] |f:0.1,5.6|. Procedure: β-methoxytetralone 1 (0.254 g , 1.4 mmol in 5 ml of THF) was added to a refluxed mixture of (MeO)2CO (2.8 mmol) and sodium hydride (38 mg) in THF (20 ml). The mixture was heated at reflux during the night, cooled, water (25 ml) was added and neutralized with 5% HCL and extracted with ether. The ether was washed with a cooled satured sodium bicarbonate and water. The organic phase was dried. with anhydrous MgSO4 and the solvent was removed under reduced pressure. The residue in THF (5 ml) was add... Starting materials: ClC=1C=CC(=C(CN2C3=C(NCC2)N=CC(=C3)C=3C=C(C(=O)O)C=CC3)C1)C(F)(F)F (3-{1-[5-chloro-2-(trifluoromethyl)benzyl]-1,2,3,4-tetrahydropyrido[2,3-b]pyrazin-7-yl}benzoic acid), C1(CCCCC1)N (cyclohexylamine). Yields the product ClC=1C=CC(=C(CN2C3=C(NCC2)N=CC(=C3)C=3C=C(C(=O)NC2CCCCC2)C=CC3)C1)C(F)(F)F (3-{1-[5-Chloro-2-(trifluoromethyl)benzyl]-1,2,3,4-tetrahydropyrido[2,3-b]pyrazin-7-yl}-N-cyclohexylbenzamide). As a reaction SMILES: [Cl:1][C:2]1[CH:3]=[CH:4][C:5]([C:28]([F:31])([F:30])[F:29])=[C:6]([CH:27]=1)[CH2:7][N:8]1[CH2:13][CH2:12][NH:11][C:10]2[N:14]=[CH:15][C:16]([C:18]3[CH:19]=[C:20]([CH:24]=[CH:25][CH:26]=3)[C:21]([OH:23])=O)=[CH:17][C:9]1=2.[CH:32]1([NH2:38])[CH2:37][CH2:36][CH2:35][CH2:34][CH2:33]1>>[Cl:1][C:2]1[CH:3]=[CH:4][C:5]([C:28]([F:31])([F:30])[F:29])=[C:6]([CH:27]=1)[CH2:7][N:8]1[CH2:13][CH2:12][NH:11][C:10]2[N:14]=[CH:15][C:16]([C:18]3[CH:19]=[C:20]([CH:24]=[CH:25][CH:26]=3)[C:21]([NH:38][CH:32]3[CH2:37][CH2:36][CH2:35][CH2:34][CH2:33]3)=[O:23])=[CH:17][C:9]1=2. Reported procedure: 3-{1-[5-chloro-2-(trifluoromethyl)benzyl]-1,2,3,4-tetrahydropyrido[2,3-b]pyrazin-7-yl}benzoic acid was reacted with cyclohexylamine as in General Procedure 10 to give the title compound. LCMS: m/z=529.01 (M+H+); retention time=0.96 minutes. Reactants: C(C)(=O)NC1=CC=C(C=N1)/C=C/C=1C=C(C=CC1)[N+](=O)[O-] (3-[(E)-2-(6-acetamido-3-pyridyl)vinyl]nitrobenzene), [Cl-].[NH4+] (ammonium chloride), C(C)O (ethanol). Reagents/catalysts: [Fe] (iron). Solvent: O (water). Yields the product C(C)(=O)NC1=CC=C(C=N1)/C=C/C=1C=C(N)C=CC1 (3-[(E)-2-(6-acetamido-3-pyridyl)vinyl]aniline). Yield: 89.5%. As a reaction SMILES: [C:1]([NH:4][C:5]1[N:10]=[CH:9][C:8](/[CH:11]=[CH:12]/[C:13]2[CH:14]=[C:15]([N+:19]([O-])=O)[CH:16]=[CH:17][CH:18]=2)=[CH:7][CH:6]=1)(=[O:3])[CH3:2].[Cl-].[NH4+].C(O)C>[Fe].O>[C:1]([NH:4][C:5]1[N:10]=[CH:9][C:8](/[CH:11]=[CH:12]/[C:13]2[CH:14]=[C:15]([CH:16]=[CH:17][CH:18]=2)[NH2:19])=[CH:7][CH:6]=1)(=[O:3])[CH3:2] |f:1.2|. Procedure details: A mixture of 3-[(E)-2-(6-acetamido-3-pyridyl)vinyl]nitrobenzene (3.0 g), iron powder (1.48 g) and ammonium chloride (0.57 g), ethanol (30 ml) and water (9 ml) was stirred under reflux for 5 hours. The reaction was filtered, concentrated and extracted with chloroform. The extracts were chromatographed on silica gel (20 g, chloroform-methanol 100:1 as eluent) to give an oil. Crystallization from methanol afforded 3-[(E)-2-(6-acetamido-3-pyridyl)vinyl]aniline (2.4 g).